This data is from the Open Reaction Database (ORD), a public repository of structured organic reaction records. The task is: describe an organic reaction: reactants, conditions, products, and yield The reactants are Cl (hydrochloric acid), C(C)(C)(C)C1=CC=C(C=C1)C1=NN=C(O1)C1=CC=C(C(=O)OC)C=C1 (methyl 4-[5-(4-t-butylphenyl)-1,3,4-oxadiazol-2-yl]benzoate), [OH-].[Na+] (sodium hydroxide), O1CCCC1 (tetrahydrofuran). Solvent: C(C)O (ethanol). Product: C(C)(C)(C)C1=CC=C(C=C1)C1=NN=C(O1)C1=CC=C(C(=O)O)C=C1 (4-[5-(4-t-butylphenyl)-1,3,4-oxadiazol-2-yl]benzoic acid). Isolated yield 95.7%. As a reaction SMILES: [C:1]([C:5]1[CH:10]=[CH:9][C:8]([C:11]2[O:15][C:14]([C:16]3[CH:25]=[CH:24][C:19]([C:20]([O:22]C)=[O:21])=[CH:18][CH:17]=3)=[N:13][N:12]=2)=[CH:7][CH:6]=1)([CH3:4])([CH3:3])[CH3:2].[OH-].[Na+].O1CCCC1.Cl>C(O)C>[C:1]([C:5]1[CH:6]=[CH:7][C:8]([C:11]2[O:15][C:14]([C:16]3[CH:25]=[CH:24][C:19]([C:20]([OH:22])=[O:21])=[CH:18][CH:17]=3)=[N:13][N:12]=2)=[CH:9][CH:10]=1)([CH3:4])([CH3:2])[CH3:3] |f:1.2|. Procedure details: A mixture of methyl 4-[5-(4-t-butylphenyl)-1,3,4-oxadiazol-2-yl]benzoate (0.600 g), 1 M aqueous sodium hydroxide solution (3.6 ml), tetrahydrofuran (6 ml) and ethanol (3 ml) was heated under reflux for 1.5 hrs. After cooling, 1 M hydrochloric acid was added to acidify the mixture. The crystals were collected by filtration to give 4-[5-(4-t-butylphenyl)-1,3,4-oxadiazol-2-yl]benzoic acid (0.550 g, yield 95%). Recrystallization from hexane-tetrahydrofuran gave colorless prism crystals. melting poin...